Dataset: the Open Reaction Database (ORD), a public repository of structured organic reaction records. Task: describe an organic reaction: reactants, conditions, products, and yield Procedure details: 6 Parts of 1-(diphenylmethyl)-N-[(6-methyl-2-pyridyl)methyl]-4-piperidinamine is dissolved in 150 parts by volume of ethyl ether and to this solution is added 100 parts by volume of the saturated solution of maleic acid in ethyl ether. The resultant mixture is filtered, the solid washed three times with 100 parts by volume portions of ethyl ether and dried in vacuo overnight at 85° C. to yield 1-(diphenylmethyl)-N-[(6-methyl-2-pyridyl)methyl]-4-piperidinamine maleate, as colorless needless melti... The reactants are C1(=CC=CC=C1)C(N1CCC(CC1)NCC1=NC(=CC=C1)C)C1=CC=CC=C1 (1-(diphenylmethyl)-N-[(6-methyl-2-pyridyl)methyl]-4-piperidinamine), C(\C=C/C(=O)O)(=O)O (maleic acid). Run in C(C)OCC (ethyl ether), C(C)OCC (ethyl ether). Yields the product C(\C=C/C(=O)O)(=O)O.C1(=CC=CC=C1)C(N1CCC(CC1)NCC1=NC(=CC=C1)C)C1=CC=CC=C1 (1-(diphenylmethyl)-N-[(6-methyl-2-pyridyl)methyl]-4-piperidinamine maleate). As a reaction SMILES: [C:1]1([CH:7]([C:23]2[CH:28]=[CH:27][CH:26]=[CH:25][CH:24]=2)[N:8]2[CH2:13][CH2:12][CH:11]([NH:14][CH2:15][C:16]3[CH:21]=[CH:20][CH:19]=[C:18]([CH3:22])[N:17]=3)[CH2:10][CH2:9]2)[CH:6]=[CH:5][CH:4]=[CH:3][CH:2]=1.[C:29]([OH:36])(=[O:35])/[CH:30]=[CH:31]\[C:32]([OH:34])=[O:33]>C(OCC)C>[C:29]([OH:36])(=[O:35])/[CH:30]=[CH:31]\[C:32]([OH:34])=[O:33].[C:23]1([CH:7]([C:1]2[CH:2]=[CH:3][CH:4]=[CH:5][CH:6]=2)[N:8]2[CH2:13][CH2:12][CH:11]([NH:14][CH2:15][C:16]3[CH:21]=[CH:20][CH:19]=[C:18]([CH3:22])[N:17]=3)[CH2:10][CH2:9]2)[CH:24]=[CH:25][CH:26]=[CH:27][CH:28]=1 |f:3.4|. RXN SMILES: [CH3:1][S:2](=[O:3])(=[O:4])[c:5]1[cH:6][cH:7][c:8]([N:11]2[CH2:12][CH2:13][C:14]3([O:15][CH2:18][CH2:17][O:16]3)[CH2:19][CH2:20]2)[cH:9][cH:10]1.[O:26]1[CH2:27][CH2:28][CH2:29][CH2:30]1.[OH2:31].[S:21](=[O:22])(=[O:23])([OH:24])[OH:25]>>[CH3:1][S:2](=[O:3])(=[O:4])[c:5]1[cH:6][cH:7][c:8]([N:11]2[CH2:12][CH2:13][C:14](=[O:15])[CH2:19][CH2:20]2)[cH:9][cH:10]1. Yields the product CS(=O)(=O)c1ccc(N2CCC(=O)CC2)cc1. Starting materials: CS(=O)(=O)c1ccc(N2CCC3(CC2)OCCO3)cc1, C1CCOC1, O, O=S(=O)(O)O.